The task is: describe an organic reaction: reactants, conditions, products, and yield. This data is from the Open Reaction Database (ORD), a public repository of structured organic reaction records. Solvent: C(C)O (ethanol). Yields the product C1(CC1)C1CC(C1)C1=C(C=CC=C1)N (2-(3-cyclopropylcyclobutyl)phenylamine). The reagents and catalysts are [Pd] (Pd on charcoal). The reactants are NC1=C(C=CC=C1)C1(CC(C1)C1CC1)O (1-(2-aminophenyl)-3-cyclopropylcyclobutanol), S(O)(O)(=O)=O (sulphuric acid). As a reaction SMILES: [NH2:1][C:2]1[CH:7]=[CH:6][CH:5]=[CH:4][C:3]=1[C:8]1(O)[CH2:11][CH:10]([CH:12]2[CH2:14][CH2:13]2)[CH2:9]1.S(=O)(=O)(O)O>C(O)C.[Pd]>[CH:12]1([CH:10]2[CH2:11][CH:8]([C:3]3[CH:4]=[CH:5][CH:6]=[CH:7][C:2]=3[NH2:1])[CH2:9]2)[CH2:14][CH2:13]1. Run at time 5.5 hour. Reported procedure: 1.22 g (0.006 mol) 1-(2-aminophenyl)-3-cyclopropylcyclobutanol (prepared as described in Example 9) was dissolved in 40 ml of ethanol, 1.72 g sulphuric acid (96%) were added and after addition of 250 mg of 10% Pd on charcoal, the mixture was hydrogenated for 5.5 hours at room temperature. After removal of the catalyst, ethanol was distilled off in a water jet vacuum and the residue purified by flash chromatography over silica gel (eluent: hexane/ethyl acetate 5:1). Yield: 0.94 g (82% of theory) ... The solvent is O (water), O1CCCC1 (tetrahydrofuran). Conditions: time 16 hour. Procedure: A solution of 6 g (0.015 mole) of crude trans-2-methyl-3-[3-(trifluoromethyl)phenoxy]azetidine (56.6%) in 50 ml of tetrahydrofuran was treated with 1.54 g (0.0165 mole) of 2-propenyl isocyanate all at once and stirred under a blanket of nitrogen for 16 hr. The reaction mixture was diluted with water until an oil separated. The oil failed to crystallize and after 7 weeks it was triturated with isopropyl ether (3×25 ml). The combined triturates gave 400 mg of white granular crystals (8.5%), m.p. 5... Yield: 8.5%. Starting materials: C[C@@H]1NC[C@H]1OC1=CC(=CC=C1)C(F)(F)F (trans-2-methyl-3-[3-(trifluoromethyl)phenoxy]azetidine), C(C=C)N=C=O (2-propenyl isocyanate). Product: C[C@@H]1N(C[C@H]1OC1=CC(=CC=C1)C(F)(F)F)C(=O)NCC=C (trans-2-Methyl-N-(2-propenyl)-3-[3-(trifluoromethyl) phenoxy]-1-azetidinecarboxamide). RXN SMILES: [CH3:1][C@H:2]1[C@H:5]([O:6][C:7]2[CH:12]=[CH:11][CH:10]=[C:9]([C:13]([F:16])([F:15])[F:14])[CH:8]=2)[CH2:4][NH:3]1.[CH2:17]([N:20]=[C:21]=[O:22])[CH:18]=[CH2:19]>O1CCCC1.O>[CH3:1][C@H:2]1[C@H:5]([O:6][C:7]2[CH:12]=[CH:11][CH:10]=[C:9]([C:13]([F:14])([F:16])[F:15])[CH:8]=2)[CH2:4][N:3]1[C:21]([NH:20][CH2:17][CH:18]=[CH2:19])=[O:22]. Starting materials: Cc1ccc(S(N)(=O)=O)nc1, CCN(C(C)C)C(C)C, COc1ccccc1Oc1c(Cl)nc(-c2ccncc2)nc1Cl, [K], CN(C)C=O, O, O=C(O)CC(O)(CC(=O)O)C(=O)O. Product: COc1ccccc1Oc1c(Cl)nc(-c2ccncc2)nc1NS(=O)(=O)c1ccc(C)cn1. Reaction SMILES: [CH3:25][c:26]1[cH:27][cH:28][c:29]([S:32](=[O:33])(=[O:34])[NH2:35])[n:30][cH:31]1.[CH:36]([N:37]([CH2:38][CH3:39])[CH:40]([CH3:41])[CH3:42])([CH3:43])[CH3:44].[Cl:1][c:2]1[n:3][c:4](-[c:18]2[cH:19][cH:20][n:21][cH:22][cH:23]2)[n:5][c:6]([Cl:17])[c:7]1[O:8][c:9]1[c:10]([O:15][CH3:16])[cH:11][cH:12][cH:13][cH:14]1.[K:24].[O:58]=[CH:59][N:60]([CH3:61])[CH3:62].[OH2:63].[OH:45][C:46]([CH2:47][C:48]([C:49](=[O:50])[OH:51])([CH2:52][C:53](=[O:54])[OH:55])[OH:56])=[O:57]>>[c:2]1([NH:35][S:32]([c:29]2[cH:28][cH:27][c:26]([CH3:25])[cH:31][n:30]2)(=[O:33])=[O:34])[n:3][c:4](-[c:18]2[cH:19][cH:20][n:21][cH:22][cH:23]2)[n:5][c:6]([Cl:17])[c:7]1[O:8][c:9]1[c:10]([O:15][CH3:16])[cH:11][cH:12][cH:13][cH:14]1. Starting materials: FC1=C(C=CC(=C1)F)NS(=O)(=O)CCC (propane-1-sulfonic acid (2,4-difluoro-phenyl)-amide), CN(C=O)C (N,N-dimethylformamide), Cl (HCl), C(C)(C)NC(C)C (diisopropyl amine), C(CCC)[Li] (n-butyllithium). Solvent: O1CCCC1 (tetrahydrofuran), O (water), O1CCCC1 (tetrahydrofuran). Conditions: time 30 minute. The product is FC1=C(C=CC(=C1C=O)F)NS(=O)(=O)CCC (propane-1-sulfonic acid (2,4-difluoro-3-formyl-phenyl)-amide). As a reaction SMILES: C(NC(C)C)(C)C.C([Li])CCC.[F:13][C:14]1[CH:19]=[C:18]([F:20])[CH:17]=[CH:16][C:15]=1[NH:21][S:22]([CH2:25][CH2:26][CH3:27])(=[O:24])=[O:23].CN(C)[CH:30]=[O:31].Cl>O1CCCC1.O>[F:13][C:14]1[C:19]([CH:30]=[O:31])=[C:18]([F:20])[CH:17]=[CH:16][C:15]=1[NH:21][S:22]([CH2:25][CH2:26][CH3:27])(=[O:24])=[O:23]. Procedure details: To diisopropyl amine (0.210 mL, 1.49 mmol) in tetrahydrofuran (3 mL) was added n-butyllithium (2.50 M in hexane, 0.600 mL, 1.49 mmol) at −78° C. under an atmosphere of nitrogen. After 30 minutes, propane-1-sulfonic acid (2,4-difluoro-phenyl)-amide (9, 113 mg, 0.480 mmol) in tetrahydrofuran (2 mL) was added at −78° C. under am atmosphere of nitrogen. After 1 hour, N,N-dimethylformamide (0.050 mL, 0.64 mmol) was added. The reaction was stirred for 1 hour, then allowed to come to room temperature f... Reactants: CN(C(C1=C(C=CC=C1)C)=O)C1=CC=C(C(=O)OCC)C=C1 (ethyl 4-[N-methyl-N-(2-methylbenzoyl)amino]benzoate), [OH-].[Na+] (NaOH). Procedure details: A sample of 1.51 g of sodium hydride (60% in oil) is washed with hexane under argon to remove the oil. To the washed sodium hydride is added 5 ml of N,N-dimethylformamide. To this mixture is added dropwise a solution of 8.69 g of ethyl 4-[(2-methylbenzoyl)amino]benzoate in 20 ml of N,N-dimethylformamide. The mixture is stirred at room temperature for 0.5 hour and then 5.23 g of methyl iodide is added. The mixture is stirred at room temperature for 16 hours. The mixture is diluted with water and ... Yields the product CN(C(C1=C(C=CC=C1)C)=O)C1=CC=C(C(=O)O)C=C1 (4-[N-Methyl-N-(2-methylbenzoyl)amino]benzoic acid). RXN SMILES: [CH3:1][N:2]([C:12]1[CH:22]=[CH:21][C:15]([C:16]([O:18]CC)=[O:17])=[CH:14][CH:13]=1)[C:3](=[O:11])[C:4]1[CH:9]=[CH:8][CH:7]=[CH:6][C:5]=1[CH3:10].[OH-].[Na+]>CO>[CH3:1][N:2]([C:12]1[CH:13]=[CH:14][C:15]([C:16]([OH:18])=[O:17])=[CH:21][CH:22]=1)[C:3](=[O:11])[C:4]1[CH:9]=[CH:8][CH:7]=[CH:6][C:5]=1[CH3:10] |f:1.2|. Isolated yield 67.5%. The solvent is CO (methanol).